From a dataset of the Open Reaction Database (ORD), a public repository of structured organic reaction records. describe an organic reaction: reactants, conditions, products, and yield The reactants are FC(C(=O)O)(F)F (Trifluoroacetic acid), FC=1C=C(C=CC1[N+](=O)[O-])C(C(=O)OC(C)(C)C)C(=O)OC(C)(C)C (di-tert-butyl (3-fluoro-4-nitrophenyl)malonate), S(O)(O)(=O)=O (sulfuric acid), C(C)O (ethanol). Run in C(Cl)Cl (methylene chloride). Conditions: time 2 hour. Yields the product FC=1C=C(C=CC1[N+](=O)[O-])CC(=O)OCC (ethyl 3-fluoro-4-nitrophenylacetate). Isolated yield 96.3%. As a reaction SMILES: FC(F)(F)C(O)=O.[F:8][C:9]1[CH:10]=[C:11]([CH:18](C(OC(C)(C)C)=O)[C:19]([O:21][C:22](C)(C)[CH3:23])=[O:20])[CH:12]=[CH:13][C:14]=1[N+:15]([O-:17])=[O:16].S(=O)(=O)(O)O.C(O)C>C(Cl)Cl>[F:8][C:9]1[CH:10]=[C:11]([CH2:18][C:19]([O:21][CH2:22][CH3:23])=[O:20])[CH:12]=[CH:13][C:14]=1[N+:15]([O-:17])=[O:16]. Procedure details: Trifluoroacetic acid (25 ml) was added to a solution of di-tert-butyl (3-fluoro-4-nitrophenyl)malonate (5.11 g, 14.4 mmol) in methylene chloride (50 ml). The resulting mixture was stirred at room temperature for 2 hours. The reaction mixture was concentrated under reduced pressure to yield a colorless solid substance. To the solid substance were added concentrated sulfuric acid (1 ml) and ethanol (50 ml) and the mixture was heated and refluxed for 2 hours. After cooling to room temperature, the ... Starting materials: COC(=O)\C=C/1\CN2C(CC2O1)=O ((Z)-3-Methoxycarbonylmethylene-4-oxa-1-azabicyclo[3.2.0]-heptan-7-one), solution, [H-].C(C(C)C)[Al+]CC(C)C (di-isobutyl aluminium hydride), CO (Methanol). The solvent is COCCOC (1,2-dimethoxyethane), C1(=CC=CC=C1)C (toluene), C(C)(=O)OCC (ethyl acetate), C1(=CC=CC=C1)C (toluene). Reaction conditions: time 1 hour. The product is OC\C=C/1\CN2C(CC2O1)=O ((Z)-3-(2-Hydroxyethylidene)-4-oxa-1-azabicyclo[3.2.0]-heptan-7-one). Yield: 5.0%. Reaction SMILES: C[O:2][C:3](/[CH:5]=[C:6]1/[CH2:7][N:8]2[CH:11]([O:12]/1)[CH2:10][C:9]2=[O:13])=O.[H-].C([Al+]CC(C)C)C(C)C.CO>COCCOC.C1(C)C=CC=CC=1.C(OCC)(=O)C>[OH:2][CH2:3]/[CH:5]=[C:6]1/[CH2:7][N:8]2[CH:11]([O:12]/1)[CH2:10][C:9]2=[O:13] |f:1.2|. Procedure: (Z)-3-Methoxycarbonylmethylene-4-oxa-1-azabicyclo[3.2.0]-heptan-7-one (120 mg., 0.65 mmole) was dissolved in dry 1,2-dimethoxyethane (5 ml.)/dry) toluene (5 ml.) and the solution was stirred at -30° under a dry nitrogen atmosphere while a 20% solution of di-isobutyl aluminium hydride in toluene (0.5 ml.) was added dropwise. After addition was complete, the mixture was stirred at -30° to -10° for 1 hour. Methanol (1 ml.) was added to the solution which was then diluted with ethyl acetate (30 ml).... Product: COc1cccc(Cl)c1CBr. Reaction SMILES: [C:16](=[O:17])([OH:18])[O-:19].[Cl:1][c:2]1[c:3]([CH2:10][OH:11])[c:4]([O:8][CH3:9])[cH:5][cH:6][cH:7]1.[Cl:21][CH2:22][Cl:23].[Na+:20].[P:12]([Br:13])([Br:14])[Br:15]>>[Cl:1][c:2]1[c:3]([CH2:10][Br:13])[c:4]([O:8][CH3:9])[cH:5][cH:6][cH:7]1. The reactants are O=C([O-])O, COc1cccc(Cl)c1CO, ClCCl, [Na+], BrP(Br)Br. The reactants are O (Water), C([O-])([O-])=O.[K+].[K+] (potassium carbonate), C(CCCCCC)Br (n-heptyl bromide), C(C)(C)(C)OC(NC(CCC1=CC(=C(C=C1)O)C(F)(F)F)(CCOC1OCCCC1)COCOC)=O (3-(4-hydroxy-3-trifluoromethylphenyl)-1-(methoxymethoxy)methyl-1-[2-(tetrahydro-2H-pyran-2-yloxy)ethyl]propylcarbamic Acid t-butyl Ester). Run in CN(C=O)C (N,N-dimethylformamide). Run at temperature 80 celsius, time 2.5 hour. Product: C(C)(C)(C)OC(NC(CCC1=CC(=C(C=C1)OCCCCCCC)C(F)(F)F)(CCOC1OCCCC1)COCOC)=O (3-(4-heptyloxy-3-trifluoromethylphenyl)-1-(methoxymethoxy)methyl-1-[2-(tetrahydro-2H-pyran-2-yloxy)ethyl]propylcarbamic Acid t-butyl Ester). RXN SMILES: [C:1]([O:5][C:6](=[O:36])[NH:7][C:8]([CH2:31][O:32][CH2:33][O:34][CH3:35])([CH2:22][CH2:23][O:24][CH:25]1[CH2:30][CH2:29][CH2:28][CH2:27][O:26]1)[CH2:9][CH2:10][C:11]1[CH:16]=[CH:15][C:14]([OH:17])=[C:13]([C:18]([F:21])([F:20])[F:19])[CH:12]=1)([CH3:4])([CH3:3])[CH3:2].C(=O)([O-])[O-].[K+].[K+].[CH2:43](Br)[CH2:44][CH2:45][CH2:46][CH2:47][CH2:48][CH3:49].O>CN(C)C=O>[C:1]([O:5][C:6](=[O:36])[NH:7][C:8]([CH2:31][O:32][CH2:33][O:34][CH3:35])([CH2:22][CH2:23][O:24][CH:25]1[CH2:30][CH2:29][CH2:28][CH2:27][O:26]1)[CH2:9][CH2:10][C:11]1[CH:16]=[CH:15][C:14]([O:17][CH2:43][CH2:44][CH2:45][CH2:46][CH2:47][CH2:48][CH3:49])=[C:13]([C:18]([F:20])([F:21])[F:19])[CH:12]=1)([CH3:4])([CH3:3])[CH3:2] |f:1.2.3|. Procedure details: Compound 21-6 (1.24 g) was dissolved in N,N-dimethylformamide (20 ml), potassium carbonate (986 mg) and n-heptyl bromide (0.458 ml) were added, and the mixture was stirred at 80° C. for 2.5 hr. Water was added to the reaction mixture, and the mixture was extracted with ethyl acetate, washed with water and saturated brine, and dried over anhydrous magnesium sulfate. The solvent was evaporated under reduced pressure to give the object product (1.49 g) as a pale-yellow oil. The reactants are OCC=1C=C(C=CC1)N1C=NC2=C1C=CC(=C2)C (1-(3-Hydroxymethylphenyl)-5-methylbenzimidazole), S(=O)(Cl)Cl (Thionyl chloride). Run in ClCCl (dichloromethane). Reaction conditions: time 30 minute. Product: Cl.ClCC=1C=C(C=CC1)N1C=NC2=C1C=CC(=C2)C (1-(3-Chloromethylphenyl)-5-methylbenzimidazole HCl). RXN SMILES: O[CH2:2][C:3]1[CH:4]=[C:5]([N:9]2[C:13]3[CH:14]=[CH:15][C:16]([CH3:18])=[CH:17][C:12]=3[N:11]=[CH:10]2)[CH:6]=[CH:7][CH:8]=1.S(Cl)([Cl:21])=O>ClCCl>[ClH:21].[Cl:21][CH2:2][C:3]1[CH:4]=[C:5]([N:9]2[C:13]3[CH:14]=[CH:15][C:16]([CH3:18])=[CH:17][C:12]=3[N:11]=[CH:10]2)[CH:6]=[CH:7][CH:8]=1 |f:3.4|. Reported procedure: 1-(3-Hydroxymethylphenyl)-5-methylbenzimidazole (0.3 g, 1.26 mM) was dissolved in dichloromethane (3 ml). Thionyl chloride (92 μl, 1.26 mM) was added and the reaction stirred for 30 minutes. Solvent evaporated to obtain product (0.36 g). MS M+ 957. Reactants: Cl, Cl, Cl, O=C(O)CC1CCCO1, NC1CCC(CCN2CCN(c3nccc4c3CCO4)CC2)CC1. The product is O=C(CC1CCCO1)NC1CCC(CCN2CCN(c3nccc4c3CCO4)CC2)CC1. RXN SMILES: [ClH:1].[ClH:2].[ClH:3].[O:28]1[CH:29]([CH2:33][C:34](=[O:35])[OH:36])[CH2:30][CH2:31][CH2:32]1.[O:4]1[CH2:5][CH2:6][c:7]2[c:8]([N:13]3[CH2:14][CH2:15][N:16]([CH2:19][CH2:20][CH:21]4[CH2:22][CH2:23][CH:24]([NH2:27])[CH2:25][CH2:26]4)[CH2:17][CH2:18]3)[n:9][cH:10][cH:11][c:12]21>>[O:4]1[CH2:5][CH2:6][c:7]2[c:8]([N:13]3[CH2:14][CH2:15][N:16]([CH2:19][CH2:20][CH:21]4[CH2:22][CH2:23][CH:24]([NH:27][C:34]([CH2:33][CH:29]5[O:28][CH2:32][CH2:31][CH2:30]5)=[O:35])[CH2:25][CH2:26]4)[CH2:17][CH2:18]3)[n:9][cH:10][cH:11][c:12]21.